From a dataset of the Open Reaction Database (ORD), a public repository of structured organic reaction records. describe an organic reaction: reactants, conditions, products, and yield Starting materials: C(C)(C)(C)OC(NC1=C(C=C(C(=C1)N1CCOCC1)C(F)(F)F)N)=O ((2-amino-5-morpholin-4-yl-4-trifluoromethyl-phenyl)-carbamic acid tert.-butyl ester), C(C)(C)(C)OC(CC(C1=CC(=CC=C1)C1=NOC(=C1)COC1OCCCC1)=O)=O ((RS)-3-oxo-3-{3-[5-(tetrahydro-pyran-2-yloxymethyl)-isoxazol-3-yl]-phenyl}-propionic acid tert.-butyl ester). Yields the product C(C)(C)(C)OC(NC1=C(C=C(C(=C1)N1CCOCC1)C(F)(F)F)NC(CC(C1=CC(=CC=C1)C1=NOC(=C1)COC1OCCCC1)=O)=O)=O ((RS)-[5-Morpholin-4-yl-2-(3-oxo-3-{3-[5-(tetrahydro-pyran-2-yloxymethyl)-isoxazol-3-yl]-phenyl}-propionylamino)-4-trifluoromethyl-phenyl]-carbamic Acid tert.-Butyl Ester), foam. RXN SMILES: [C:1]([O:5][C:6](=[O:25])[NH:7][C:8]1[CH:13]=[C:12]([N:14]2[CH2:19][CH2:18][O:17][CH2:16][CH2:15]2)[C:11]([C:20]([F:23])([F:22])[F:21])=[CH:10][C:9]=1[NH2:24])([CH3:4])([CH3:3])[CH3:2].C([O:30][C:31](=O)[CH2:32][C:33](=[O:53])[C:34]1[CH:39]=[CH:38][CH:37]=[C:36]([C:40]2[CH:44]=[C:43]([CH2:45][O:46][CH:47]3[CH2:52][CH2:51][CH2:50][CH2:49][O:48]3)[O:42][N:41]=2)[CH:35]=1)(C)(C)C>>[C:1]([O:5][C:6](=[O:25])[NH:7][C:8]1[CH:13]=[C:12]([N:14]2[CH2:15][CH2:16][O:17][CH2:18][CH2:19]2)[C:11]([C:20]([F:21])([F:22])[F:23])=[CH:10][C:9]=1[NH:24][C:31](=[O:30])[CH2:32][C:33](=[O:53])[C:34]1[CH:39]=[CH:38][CH:37]=[C:36]([C:40]2[CH:44]=[C:43]([CH2:45][O:46][CH:47]3[CH2:52][CH2:51][CH2:50][CH2:49][O:48]3)[O:42][N:41]=2)[CH:35]=1)([CH3:4])([CH3:2])[CH3:3]. Procedure: The title compound was prepared from (2-amino-5-morpholin-4-yl-4-trifluoromethyl-phenyl)-carbamic acid tert.-butyl ester (Example J1) and (RS)-3-oxo-3-{3-[5-(tetrahydro-pyran-2-yloxymethyl)-isoxazol-3-yl]-phenyl}-propionic acid tert.-butyl ester (Example K11) according to the general procedure M. Obtained as a light yellow foam (774 mg). Starting materials: ClC1=CC=C(C(=C1S(=O)(=O)N(C)OC)O)NC1=C(C(C1=O)=O)OCC (6-chloro-3-(2-ethoxy-3,4-dioxo-cyclobut-1-enylamino)-2-hydroxy-N-methoxy-N-methyl-benzenesulfonamide), ClC1=CC=C(C(=C1S(=O)(=O)N(C)OC)O)NC1=C(C(C1=O)=O)OCC (6-chloro-3-(2-ethoxy-3,4-dioxo-cyclobut-1-enylamino)-2-hydroxy-N-methoxy-N-methyl-benzenesulfonamide), C1(=CC=C(C=C1)S(=O)(=O)O)C.C[C@@H]1CC[C@@H](O1)[C@@H](CC)N ((R)-1-((2R,5R)-5-methyl-tetrahydro-furan-2-yl)-propylamine para-toluenesulfonate salt), C1(=CC=C(C=C1)S(=O)(=O)O)C.C[C@@H]1CC[C@@H](O1)[C@@H](CC)N ((R)-1-((2R,5R)-5-methyl-tetrahydro-furan-2-yl)-propylamine para-toluenesulfonate salt), TEA, TEA, C1(=CC=C(C=C1)S(=O)(=O)O)C.C[C@@H]1CC[C@@H](O1)[C@@H](CC)N ((R)-1-((2R,5R)-5-methyl-tetrahydro-furan-2-yl)-propylamine para-toluenesulfonate salt). Run in CC#N (MeCN), CCO (EtOH). Run at temperature 50 celsius, time 20 hour. Product: ClC1=CC=C(C(=C1S(=O)(=O)N(C)OC)O)NC1=C(C(C1=O)=O)N[C@H](CC)[C@@H]1O[C@@H](CC1)C (6-Chloro-2-hydroxy-N-methoxy-N-methyl-3-{2-[(R)-1-((2R,5R)-5-methyl-tetrahydro-furan-2-yl)-propylamino]-3,4-dioxo-cyclobut-1-enylamino}-benzene sulfonamide). RXN SMILES: [Cl:1][C:2]1[C:7]([S:8]([N:11]([O:13][CH3:14])[CH3:12])(=[O:10])=[O:9])=[C:6]([OH:15])[C:5]([NH:16][C:17]2[C:20](=[O:21])[C:19](=[O:22])[C:18]=2OCC)=[CH:4][CH:3]=1.C1(C)C=CC(S(O)(=O)=O)=CC=1.[CH3:37][C@H:38]1[O:42][C@@H:41]([C@H:43]([NH2:46])[CH2:44][CH3:45])[CH2:40][CH2:39]1>CC#N.CCO>[Cl:1][C:2]1[C:7]([S:8]([N:11]([O:13][CH3:14])[CH3:12])(=[O:9])=[O:10])=[C:6]([OH:15])[C:5]([NH:16][C:17]2[C:20](=[O:21])[C:19](=[O:22])[C:18]=2[NH:46][C@@H:43]([C@H:41]2[CH2:40][CH2:39][C@@H:38]([CH3:37])[O:42]2)[CH2:44][CH3:45])=[CH:4][CH:3]=1 |f:1.2|. Reported procedure: To a stirred suspension of 6-chloro-3-(2-ethoxy-3,4-dioxo-cyclobut-1-enylamino)-2-hydroxy-N-methoxy-N-methyl-benzenesulfonamide (Intermediate A) (7 g, 17.91 mmol) in MeCN (2 ml) and EtOH (1 ml) under N2 at RT was added ((R)-1-((2R,5R)-5-methyl-tetrahydro-furan-2-yl)-propylamine para-toluenesulfonate salt (Intermediate E) (5.67 g, 17.91 mmol) and TEA (0.999 ml, 7.16 mmol) and the reaction mixture was heated at 50° C. for 16 hours. Further TEA was added (2.48 ml, 17.91 mmol) and the reaction was h... The reactants are C(C)(C)C1=C(C(C(=O)N)=CC(=C1)C(C)C)O (3,5-diisopropyl salicylamide), P(=O)(Cl)(Cl)Cl (phosphorous oxychloride). The solvent is N1=CC=CC=C1 (pyridine), N1=CC=CC=C1 (pyridine). Yields the product OC1=C(C#N)C=C(C=C1C(C)C)C(C)C (2-hydroxy-3,5-diisopropyl benzonitrile). Isolated yield 60.0%. RXN SMILES: P(Cl)(Cl)(Cl)=O.[CH:6]([C:9]1[CH:17]=[C:16]([CH:18]([CH3:20])[CH3:19])[CH:15]=[C:11]([C:12]([NH2:14])=O)[C:10]=1[OH:21])([CH3:8])[CH3:7]>N1C=CC=CC=1>[OH:21][C:10]1[C:9]([CH:6]([CH3:7])[CH3:8])=[CH:17][C:16]([CH:18]([CH3:20])[CH3:19])=[CH:15][C:11]=1[C:12]#[N:14]. Procedure details: To a solution of phosphorous oxychloride (1.35 g, 8.8 mmole) and dry pyridine (12 mL) cooled to 0° C., a solution of 3,5-diisopropyl salicylamide (1.10 g, 5 mmole) and dry pyridine (5 mL) was slowly added drop by drop. The reaction mixture was stirred at room temperature, whereat the colour changed from colourless over violet to red. After extraction with ethyl acetate and washing with a saturated sodium chloride solution and 2N hydrochloric acid, the organic layer was dried and evaporated under... Starting materials: CC(C)(C)OC(=O)N1CCOc2cc(Br)ccc2C1, C1CCNCC1, CC(C)(C)[O-], [Na+], C1COCCO1, O=C(C=Cc1ccccc1)C=Cc1ccccc1, O=C(C=Cc1ccccc1)C=Cc1ccccc1, O=C(C=Cc1ccccc1)C=Cc1ccccc1, O, [Pd], [Pd]. Product: CC(C)(C)OC(=O)N1CCOc2cc(N3CCCCC3)ccc2C1. Reaction SMILES: [Br:1][c:2]1[cH:3][c:4]2[c:5]([cH:18][cH:19]1)[CH2:6][N:7]([C:11](=[O:12])[O:13][C:14]([CH3:15])([CH3:16])[CH3:17])[CH2:8][CH2:9][O:10]2.[CH2:20]1[CH2:21][CH2:22][NH:23][CH2:24][CH2:25]1.[CH3:26][C:27]([CH3:28])([O-:29])[CH3:30].[Na+:31].[O:33]1[CH2:34][CH2:35][O:36][CH2:37][CH2:38]1.[O:41]=[C:42]([CH:43]=[CH:44][c:45]1[cH:46][cH:47][cH:48][cH:49][cH:50]1)[CH:51]=[CH:52][c:53]1[cH:54][cH:55][cH:56][cH:57][cH:58]1.[O:59]=[C:60]([CH:61]=[CH:62][c:63]1[cH:64][cH:65][cH:66][cH:67][cH:68]1)[CH:69]=[CH:70][c:71]1[cH:72][cH:73][cH:74][cH:75][cH:76]1.[O:77]=[C:78]([CH:79]=[CH:80][c:81]1[cH:82][cH:83][cH:84][cH:85][cH:86]1)[CH:87]=[CH:88][c:89]1[cH:90][cH:91][cH:92][cH:93][cH:94]1.[OH2:32].[Pd:39].[Pd:40]>>[c:2]1([N:23]2[CH2:22][CH2:21][CH2:20][CH2:25][CH2:24]2)[cH:3][c:4]2[c:5]([cH:18][cH:19]1)[CH2:6][N:7]([C:11](=[O:12])[O:13][C:14]([CH3:15])([CH3:16])[CH3:17])[CH2:8][CH2:9][O:10]2. As a reaction SMILES: [C:10]([CH3:11])([CH3:12])([CH3:13])[Si:14]([CH3:15])([CH3:16])[Cl:17].[CH3:24][N:25]([CH3:26])[CH:27]=[O:28].[F:1][c:2]1[c:3]([OH:9])[cH:4][cH:5][c:6]([F:8])[cH:7]1.[OH2:23].[nH:18]1[cH:19][cH:20][n:21][cH:22]1>>[F:1][c:2]1[c:3]([O:9][Si:14]([C:10]([CH3:11])([CH3:12])[CH3:13])([CH3:15])[CH3:16])[cH:4][cH:5][c:6]([F:8])[cH:7]1. Product: CC(C)(C)[Si](C)(C)Oc1ccc(F)cc1F. Reactants: CC(C)(C)[Si](C)(C)Cl, CN(C)C=O, Oc1ccc(F)cc1F, O, c1c[nH]cn1.